Dataset: the Open Reaction Database (ORD), a public repository of structured organic reaction records. Task: describe an organic reaction: reactants, conditions, products, and yield Procedure details: The reaction of 5.7 g (0.05 mole) of 2,6-dimethylpiperazine with 13.85 g (0.13 mole) of 2-methylpropionyl chloride is carried out as described in Example VI, and yields 13.3 g of crude product as a solid. Recrystallization from acetone provides 7.1 g of the pure product: mp, 160°-161° C. An additional 4.0 g of pure product is obtained by concentrating the mother liquor and adding hexane. The assigned product structure is consistent with IR and NMR data. Yield: 55.8%. RXN SMILES: [CH3:1][CH:2]1[CH2:7][NH:6][CH2:5][CH:4]([CH3:8])[NH:3]1.[CH3:9][CH:10]([CH3:14])[C:11](Cl)=[O:12]>>[CH3:9][CH:10]([CH3:14])[C:11]([N:3]1[CH:4]([CH3:8])[CH2:5][N:6]([C:11](=[O:12])[CH:10]([CH3:14])[CH3:9])[CH2:7][CH:2]1[CH3:1])=[O:12]. Product: CC(C(=O)N1C(CN(CC1C)C(C(C)C)=O)C)C (1,4-Di(2-methylpropionyl)-2,6-dimethylpiperazine). Reactants: CC1NC(CNC1)C (2,6-dimethylpiperazine), CC(C(=O)Cl)C (2-methylpropionyl chloride).